The task is: describe an organic reaction: reactants, conditions, products, and yield. This data is from the Open Reaction Database (ORD), a public repository of structured organic reaction records. Reactants: Cl.CC1=C(N=CN1)/C=C/C(=O)O ((E)-3-(5-methyl-1H-imidazol-4-yl)acrylic acid hydrochloride). Reagents/catalysts: [Pd] (palladium-on-charcoal). Run in 1/1, O1CCCC1.O (tetrahydrofuran water). Reaction conditions: time 19 hour. Product: Cl.CC1=C(N=CN1)CCC(=O)O (3-(5-methyl-1H-imidazol-4-yl)propanoic acid hydrochloride). The yield is 81.4%. RXN SMILES: [ClH:1].[CH3:2][C:3]1[NH:7][CH:6]=[N:5][C:4]=1/[CH:8]=[CH:9]/[C:10]([OH:12])=[O:11]>[Pd].O1CCCC1.O>[ClH:1].[CH3:2][C:3]1[NH:7][CH:6]=[N:5][C:4]=1[CH2:8][CH2:9][C:10]([OH:12])=[O:11] |f:0.1,3.4,5.6|. Reported procedure: 60 mg of 10% palladium-on-charcoal are introduced into a solution of 387 mg (2.1 mmol) of (E)-3-(5-methyl-1H-imidazol-4-yl)acrylic acid hydrochloride in 8 ml of 1/1 tetrahydrofuran/water, purged beforehand with nitrogen. The reaction medium is placed under a hydrogen atmosphere and then stirred for 19 hours. After filtering through Celite and rinsing thoroughly with dichloromethane, the recovered filtrate is concentrated under vacuum. The crude residue is taken up in toluene and concentrated aga... The reactants are [H][H] (hydrogen), N (ammonia), C(=O)C1C(C2C(C(C1)C2)(C)C)C ((-)-3-formylpinane), [H][H] (hydrogen). Reagents/catalysts: [Co] (cobalt). Run in C(C)O (ethanol). Product: NCC1C(C2C(C(C1)C2)(C)C)C ((-)-3-aminomethylpinane). RXN SMILES: [H][H].[CH:3]([CH:5]1[CH2:10][CH:9]2[CH2:11][CH:7]([C:8]2([CH3:13])[CH3:12])[CH:6]1[CH3:14])=O.[NH3:15]>C(O)C.[Co]>[NH2:15][CH2:3][CH:5]1[CH2:10][CH:9]2[CH2:11][CH:7]([C:8]2([CH3:13])[CH3:12])[CH:6]1[CH3:14]. Procedure details: 150 g of Raney cobalt, suspended in 1,000 ml of ethanol and 3.5 kg of ammonia, are heated to 80° C in a stirred autoclave, and hydrogen is then introduced until the total pressure is 150 bars. 2,020 g of (-)-3-formylpinane are pumped in over 6 hours. The pressure is kept constant by replenishing with hydrogen. After completion of the reaction, the autoclave is allowed to cool and the pressure is then released. The reaction product, weighing 3,450 g, is worked up by fractional distillation, givin... Starting materials: O=C(C(=O)O)C=CC1=C(C(=CC=C1)OC)OC (2-keto-4-(2,3-dimethoxyphenyl)-3-butenoic acid), C1(=CC=C(C=C1)S(=O)(=O)O)C (p-toluenesulfonic acid), C(N)(OC)=O (methyl carbamate). Run in C1(=CC=CC=C1)C (toluene). Conditions: temperature 105 celsius. Yields the product COC(=O)NC=1C(OC(C1)C1=C(C(=CC=C1)OC)OC)=O (3-Methoxycarbonylamino-5-(2,3-dimethoxyphenyl)-2,5-dihydrofuran-2-one). Yield: 94.0%. As a reaction SMILES: O=[C:2]([CH:6]=[CH:7][C:8]1[CH:13]=[CH:12][CH:11]=[C:10]([O:14][CH3:15])[C:9]=1[O:16][CH3:17])[C:3]([OH:5])=[O:4].C1(C)C=CC(S(O)(=O)=O)=CC=1.[C:29](=[O:33])([O:31][CH3:32])[NH2:30]>C1(C)C=CC=CC=1>[CH3:32][O:31][C:29]([NH:30][C:2]1[C:3](=[O:5])[O:4][CH:7]([C:8]2[CH:13]=[CH:12][CH:11]=[C:10]([O:14][CH3:15])[C:9]=2[O:16][CH3:17])[CH:6]=1)=[O:33]. Procedure details: 300 g of 2-keto-4-(2,3-dimethoxyphenyl)-3-butenoic acid, 2680 ml of toluene, 13.4 g of p-toluenesulfonic acid and 133.8 g of methyl carbamate are placed into a 6 l 4-necked round-bottomed flask in an oil-bath, the mixture is heated to 105° C. for 4 hours with stirring, and the present water is removed azeotropically, the mixture is filtered and the solution is evaporated to dryness under vacuum, then the residue is triturated for about 2 hours with 1260 ml of Et2O, filtered washing with petroleu... Reactants: product, C(C)(=O)NC=1C(=C(C(=O)Cl)C(=C(C1I)NC(C)=O)I)I (3,5-diacetamido-2,4,6-triiodobenzoyl chloride), Cl.C(C)OC([C@@H](N)CC(C)C)=O (L-leucine ethyl ester hydrochloride). Yields the product C(C)OC([C@@H](NC(C1=C(C(=C(C(=C1I)NC(C)=O)I)NC(C)=O)I)=O)CC(C)C)=O (N-(3,5-diacetamido-2,4,6-triiodobenzoyl)-L-leucine ethyl ester). Reaction SMILES: [C:1]([NH:4][C:5]1[C:6]([I:20])=[C:7]([C:11]([I:19])=[C:12]([NH:15][C:16](=[O:18])[CH3:17])[C:13]=1[I:14])[C:8](Cl)=[O:9])(=[O:3])[CH3:2].Cl.[CH2:22]([O:24][C:25](=[O:32])[C@H:26]([CH2:28][CH:29]([CH3:31])[CH3:30])[NH2:27])[CH3:23]>>[CH2:22]([O:24][C:25](=[O:32])[C@H:26]([CH2:28][CH:29]([CH3:31])[CH3:30])[NH:27][C:8](=[O:9])[C:7]1[C:6]([I:20])=[C:5]([NH:4][C:1](=[O:3])[CH3:2])[C:13]([I:14])=[C:12]([NH:15][C:16](=[O:18])[CH3:17])[C:11]=1[I:19])[CH3:23] |f:1.2|. Procedure details: Following the procedure of example 13, 48 g (64%) of this product was synthesized from 63.2 g (0.1 Mol) 3,5-diacetamido-2,4,6-triiodobenzoyl chloride and 29.4 g (0.15 Mol) L-leucine ethyl ester hydrochloride. The reactants are [BH4-], [BH4-], CCOCC, Cl, CCOC(=O)C(Cc1ccc(C(C)(F)F)cc1)C(=O)c1ccc(F)cc1, [Zn+2]. Yields the product CCOC(=O)C(Cc1ccc(C(C)(F)F)cc1)C(O)c1ccc(F)cc1. Reaction SMILES: [BH4-:33].[BH4-:35].[CH3:28][CH2:29][O:30][CH2:31][CH3:32].[ClH:27].[F:1][C:2]([CH3:3])([F:4])[c:5]1[cH:6][cH:7][c:8]([CH2:9][CH:10]([C:11](=[O:12])[O:13][CH2:14][CH3:15])[C:16](=[O:17])[c:18]2[cH:19][cH:20][c:21]([F:24])[cH:22][cH:23]2)[cH:25][cH:26]1.[Zn+2:34]>>[F:1][C:2]([CH3:3])([F:4])[c:5]1[cH:6][cH:7][c:8]([CH2:9][CH:10]([C:11](=[O:12])[O:13][CH2:14][CH3:15])[CH:16]([OH:17])[c:18]2[cH:19][cH:20][c:21]([F:24])[cH:22][cH:23]2)[cH:25][cH:26]1. Reactants: C(N)(=N)C1=CC=C(C=C1)C1=CC=C(C=C1)SCCCCC(=O)OC (4-amidino-4'-(4-methoxycarbonylbutylthio)biphenyl), ClC1=CC(=CC=C1)C(=O)OO (m-chloro-perbenzoic acid). Solvent: C(Cl)Cl (methylene chloride). The product is C(N)(=N)C1=CC=C(C=C1)C1=CC=C(C=C1)S(=O)CCCCC(=O)OC (4-Amidino-4'-[(4-methoxycarbonylbutyl)sulphinyl]biphenyl). RXN SMILES: [C:1]([C:4]1[CH:9]=[CH:8][C:7]([C:10]2[CH:15]=[CH:14][C:13]([S:16][CH2:17][CH2:18][CH2:19][CH2:20][C:21]([O:23][CH3:24])=[O:22])=[CH:12][CH:11]=2)=[CH:6][CH:5]=1)(=[NH:3])[NH2:2].ClC1C=CC=C(C(OO)=[O:33])C=1>C(Cl)Cl>[C:1]([C:4]1[CH:5]=[CH:6][C:7]([C:10]2[CH:15]=[CH:14][C:13]([S:16]([CH2:17][CH2:18][CH2:19][CH2:20][C:21]([O:23][CH3:24])=[O:22])=[O:33])=[CH:12][CH:11]=2)=[CH:8][CH:9]=1)(=[NH:2])[NH2:3]. Procedure: Prepared from 4-amidino-4'-(4-methoxycarbonylbutylthio)biphenyl by oxidation with m-chloro-perbenzoic acid in methylene chloride at -20° C. for 15 hours. The reactants are S1C(=NC2=C1C=CC=C2)C(=O)C2CCNCC2 ((2-benzothiazolyl)(4-piperidinyl)methanone), [I-].[Na+] (sodium iodide), C([O-])(O)=O.[Na+] (sodium bicarbonate), C(F)(F)(F)C(=O)O (CF3CO2H), ClCCCOC1=CC=C(C=C1)NC(C)=O (1-(3-chloropropoxy)-4-acetamidobenzene). Run in O1CCCC1 (tetrahydrofuran), O (water), C(C)(=O)OCC (ethyl acetate). The product is S1C(=NC2=C1C=CC=C2)C(=O)C2CCN(CC2)OCCCC2=CC=C(C=C2)NC(C)=O ([2-Benzothiazolyl][1-[3-(4-acetamidophenyl)propoxy]-4-piperidinyl]methanone). RXN SMILES: [S:1]1[C:5]2[CH:6]=[CH:7][CH:8]=[CH:9][C:4]=2[N:3]=[C:2]1[C:10]([CH:12]1[CH2:17][CH2:16][NH:15][CH2:14][CH2:13]1)=[O:11].[C:18]([C:22]([OH:24])=O)(F)(F)F.ClCCCO[C:30]1[CH:35]=[CH:34][C:33]([NH:36][C:37](=[O:39])[CH3:38])=[CH:32][CH:31]=1.[C:40](=O)(O)[O-].[Na+].[I-].[Na+]>C(OCC)(=O)C.O.O1CCCC1>[S:1]1[C:5]2[CH:6]=[CH:7][CH:8]=[CH:9][C:4]=2[N:3]=[C:2]1[C:10]([CH:12]1[CH2:17][CH2:16][N:15]([O:24][CH2:22][CH2:18][CH2:40][C:30]2[CH:31]=[CH:32][C:33]([NH:36][C:37](=[O:39])[CH3:38])=[CH:34][CH:35]=2)[CH2:14][CH2:13]1)=[O:11] |f:3.4,5.6|. Reported procedure: Mix (2-benzothiazolyl)(4-piperidinyl)methanone.CF3CO2H (3.45 g, 9.6 mmol), 1-(3-chloropropoxy)-4-acetamidobenzene (2.20 g, 9.66 mmol), sodium bicarbonate (1.68 g, 20.0 mmol), sodium iodide (1.50 g, 10.0 mmol), tetrahydrofuran (100 mL) and water (20 mL). Place under an argon atomsphere and heat at reflux for 24 hours. Dilute with ethyl acetate (100 mL) and wash with water (50 mL) and brine (50 mL). Dry (MgSO4), evaporate the solvent in vacuo to give a pale yellow solid. Purify by recrystallizatio... Starting materials: OC1=C(C=CC(=C1)OCC1=CSC=C1)C=1OCC(N1)C(=O)OC (methyl 2-[2-hydroxy-4-(3-thienylmethoxy)phenyl]-4,5-dihydrooxazole-4-carboxylate), ClC=1C(C(=C(C(C1Cl)=O)C#N)C#N)=O (2,3-dichloro-5,6-dicyanobenzoquinone). Solvent: C1(=CC=CC=C1)C (toluene). Product: OC1=C(C=CC(=C1)OCC1=CSC=C1)C=1OC=C(N1)C(=O)OC (methyl 2-[2-hydroxy-4-(3-thienylmethoxy)phenyl]oxazole-4-carboxylate). Yield: 40.2%. As a reaction SMILES: [OH:1][C:2]1[CH:7]=[C:6]([O:8][CH2:9][C:10]2[CH:14]=[CH:13][S:12][CH:11]=2)[CH:5]=[CH:4][C:3]=1[C:15]1[O:16][CH2:17][CH:18]([C:20]([O:22][CH3:23])=[O:21])[N:19]=1.ClC1C(=O)C(C#N)=C(C#N)C(=O)C=1Cl>C1(C)C=CC=CC=1>[OH:1][C:2]1[CH:7]=[C:6]([O:8][CH2:9][C:10]2[CH:14]=[CH:13][S:12][CH:11]=2)[CH:5]=[CH:4][C:3]=1[C:15]1[O:16][CH:17]=[C:18]([C:20]([O:22][CH3:23])=[O:21])[N:19]=1. Procedure details: A mixture of methyl 2-[2-hydroxy-4-(3-thienylmethoxy)phenyl]-4,5-dihydrooxazole-4-carboxylate (1 g) and (2,3-dichloro-5,6-dicyanobenzoquinone (0.8 g) in toluene (100 mL) is stirred at reflux for 2 hours. The reaction is concentrated in vacuo and the residue passed through a pad of silica eluting with 20% ethyl acetate in cyclohexane. The eluant is concentrated in vacuo and the residue partitioned between ethyl acetate (100 mL) and 1N HCl (50 mL). The organic phase is washed with water (20 mL), d... Reactants: resultant solution, CN1CCC(CC1)CCCO (3-(1-methyl-piperidin-4-yl)-propan-1-ol), C(=O)(OC(C)(C)C)NC(SC)=NC(=O)OC(C)(C)C (1,3-di-Boc-2-methylisothiourea), C1=CC=C(C=C1)P(C2=CC=CC=C2)C3=CC=CC=C3 (PPh3), CCOC(=O)/N=N/C(=O)OCC (DEAD). Solvent: C1CCOC1 (THF). Conditions: temperature 2 celsius, time 30 minute. Yields the product CN1CCC(CC1)CCCN(C(SC)=NC(=O)OC(C)(C)C)C(=O)OC(C)(C)C (N-[3-(1-methylpiperidin-4-yl)-propyl]-N,N′-di-Boc-methylisothiourea). Reaction SMILES: [CH3:1][N:2]1[CH2:7][CH2:6][CH:5]([CH2:8][CH2:9][CH2:10]O)[CH2:4][CH2:3]1.[C:12]([NH:19][C:20](=[N:23][C:24]([O:26][C:27]([CH3:30])([CH3:29])[CH3:28])=[O:25])[S:21][CH3:22])([O:14][C:15]([CH3:18])([CH3:17])[CH3:16])=[O:13].C1C=CC(P(C2C=CC=CC=2)C2C=CC=CC=2)=CC=1.CCOC(/N=N/C(OCC)=O)=O>C1COCC1>[CH3:1][N:2]1[CH2:3][CH2:4][CH:5]([CH2:8][CH2:9][CH2:10][N:23]([C:24]([O:26][C:27]([CH3:30])([CH3:29])[CH3:28])=[O:25])[C:20](=[N:19][C:12]([O:14][C:15]([CH3:17])([CH3:18])[CH3:16])=[O:13])[S:21][CH3:22])[CH2:6][CH2:7]1. Procedure details: To a 25 mL round bottom flask were added 3-(1-methyl-piperidin-4-yl)-propan-1-ol (0.23 g, 0.0014 mol), 1,3-di-Boc-2-methylisothiourea (0.42 g, 0.0014 mol), PPh3 (0.42 g, 0.0016 mol) and THF (anhydrous, 8.0 mL). The resultant, stirred stirring solution was cooled to 2.0° C. To the resultant solution was then added DEAD (0.27 mL, 0.0016 mol) drop wise. The reaction was aged cold for 30 min, warmed to room temperature and aged for 14 h. The THF was removed via rotovap and the residue taken up in MT...